Dataset: the Open Reaction Database (ORD), a public repository of structured organic reaction records. Task: describe an organic reaction: reactants, conditions, products, and yield Starting materials: ClC1=C(C=CC(=C1)Cl)C1=C(C=C(C(N1)=O)C(=O)O)C1=CC=C(C=C1)F (6-(2,4-Dichlorophenyl)-5-(4-fluorophenyl)-2-oxo-1,2-dihydropyridine-3-carboxylic acid), CO (methanol), OS(=O)(=O)O (H2SO4). The product is ClC1=C(C=CC(=C1)Cl)C1=C(C=C(C(N1)=O)C(=O)OC)C1=CC=C(C=C1)F (Methyl 6-(2,4-dichlorophenyl)-5-(4-fluorophenyl)-2-oxo-1,2-dihydropyridine-3-carboxylate). As a reaction SMILES: [Cl:1][C:2]1[CH:7]=[C:6]([Cl:8])[CH:5]=[CH:4][C:3]=1[C:9]1[NH:14][C:13](=[O:15])[C:12]([C:16]([OH:18])=[O:17])=[CH:11][C:10]=1[C:19]1[CH:24]=[CH:23][C:22]([F:25])=[CH:21][CH:20]=1.OS(O)(=O)=O.[CH3:31]O>>[Cl:1][C:2]1[CH:7]=[C:6]([Cl:8])[CH:5]=[CH:4][C:3]=1[C:9]1[NH:14][C:13](=[O:15])[C:12]([C:16]([O:18][CH3:31])=[O:17])=[CH:11][C:10]=1[C:19]1[CH:20]=[CH:21][C:22]([F:25])=[CH:23][CH:24]=1. Reported procedure: In a round bottom flask fitted with a condenser, a suspension of the product from Step D (2.89 g; 7.60 mmol) in methanol (60 mL) was treated with concentrated H2SO4 (0.5 mL; cat.) and heated to reflux overnight. The reaction mixture was allowed to cool to room temperature, and the volatiles were removed in vacuo. The reaction was quenched with saturated aq. NaHCO3 solution and extracted with methylene chloride (5×). The combined extracts were washed with brine, dried (Na2SO4), filtered, and conc... Reactants: ClC1=C(C=CC=C1C(F)(F)F)CN ({[2-chloro-3-(trifluoromethyl)phenyl]methyl}amine), O=C1CC[C@H](N1CC=1C=NC=CC1)C(=O)O (5-oxo-1-(3-pyridinylmethyl)proline), Cl.CN(CCCN=C=NCC)C (N-(3-dimethylaminopropyl)-N′-ethylcarbodiimide hydrochloride), ON1N=NC2=C1C=CC=C2 (1-hydroxybenzotriazole). The solvent is ClCCl (dichloromethane). Reaction conditions: time 8 hour. Yields the product ClC1=C(C=CC=C1C(F)(F)F)CNC([C@H]1N(C(CC1)=O)CC=1C=NC=CC1)=O (N-{[2-chloro-3-(trifluoromethyl)phenyl]methyl}-5-oxo-1-(3-pyridinylmethyl)prolinamide). Yield: 7.5%. RXN SMILES: [O:1]=[C:2]1[N:6]([CH2:7][C:8]2[CH:9]=[N:10][CH:11]=[CH:12][CH:13]=2)[C@H:5]([C:14]([OH:16])=O)[CH2:4][CH2:3]1.Cl.CN(C)CCCN=C=NCC.ON1C2C=CC=CC=2N=N1.[Cl:39][C:40]1[C:45]([C:46]([F:49])([F:48])[F:47])=[CH:44][CH:43]=[CH:42][C:41]=1[CH2:50][NH2:51]>ClCCl>[Cl:39][C:40]1[C:45]([C:46]([F:48])([F:49])[F:47])=[CH:44][CH:43]=[CH:42][C:41]=1[CH2:50][NH:51][C:14](=[O:16])[C@@H:5]1[CH2:4][CH2:3][C:2](=[O:1])[N:6]1[CH2:7][C:8]1[CH:9]=[N:10][CH:11]=[CH:12][CH:13]=1 |f:1.2|. Reported procedure: 5-oxo-1-(3-pyridinylmethyl)proline (0.210 g, 1 mmol, prepared as described below), N-(3-dimethylaminopropyl)-N′-ethylcarbodiimide hydrochloride (0.383 g, 2 mmol), and 1-hydroxybenzotriazole (0.306 g, 2 mmol) were stirred together in dichloromethane (10 ml) at room temperature for 30 minutes. The mixture was then treated with {[2-chloro-3-(trifluoromethyl)phenyl]methyl}amine (0.314 g, 1.5 mmol) and the mixture was stirred overnight at room temperature. The mixture was concentrated and partitioned... The reactants are COc1ccc(-c2ccc3cnc(OS(=O)(=O)C(F)(F)F)nn23)cn1, CS(=O)(=O)N1CCCc2ccc(N)cc21, CN(C)C=O, CCOC(C)=O, CCN(C(C)C)C(C)C. The product is COc1ccc(-c2ccc3cnc(Nc4ccc5c(c4)N(S(C)(=O)=O)CCC5)nn23)cn1. Reaction SMILES: [CH3:1][O:2][c:3]1[cH:4][cH:5][c:6](-[c:9]2[cH:10][cH:11][c:12]3[cH:13][n:14][c:15]([O:18][S:19]([C:20]([F:21])([F:22])[F:23])(=[O:24])=[O:25])[n:16][n:17]23)[cH:7][n:8]1.[CH3:35][S:36](=[O:37])(=[O:38])[N:39]1[CH2:40][CH2:41][CH2:42][c:43]2[cH:44][cH:45][c:46]([NH2:49])[cH:47][c:48]21.[CH3:50][N:51]([CH3:52])[CH:53]=[O:54].[CH3:55][CH2:56][O:57][C:58]([CH3:59])=[O:60].[CH:26]([N:27]([CH2:28][CH3:29])[CH:30]([CH3:31])[CH3:32])([CH3:33])[CH3:34]>>[CH3:1][O:2][c:3]1[cH:4][cH:5][c:6](-[c:9]2[cH:10][cH:11][c:12]3[cH:13][n:14][c:15]([NH:49][c:46]4[cH:45][cH:44][c:43]5[c:48]([cH:47]4)[N:39]([S:36]([CH3:35])(=[O:37])=[O:38])[CH2:40][CH2:41][CH2:42]5)[n:16][n:17]23)[cH:7][n:8]1. The reactants are ClC1=CC(=CC=C1)CC=CCCl (1-chloro-3-(4-chloro-2-butenyl)benzene), ClC(C=C)CC1=CC(=CC=C1)Cl (3-chloro-4-(3-chlorophenyl)-1-butene), C(C)N(CCCCCCC)CC (N,N-diethylheptanamine). Solvent: O (water). The product is [Cl-].ClC=1C=C(C=CC1)CC=CC[N+](CCCCCCC)(CC)CC (4(3-Chlorophenyl)-N,N-diethyl-N-heptyl-2-buten-1-aminium chloride). As a reaction SMILES: [Cl:1]C1C=CC=C(CC=CCCl)C=1.Cl[CH:14]([CH2:17][C:18]1[CH:23]=[CH:22][CH:21]=[C:20]([Cl:24])[CH:19]=1)[CH:15]=[CH2:16].[CH2:25]([N:27]([CH2:35][CH3:36])[CH2:28][CH2:29][CH2:30][CH2:31][CH2:32][CH2:33][CH3:34])[CH3:26]>O>[Cl-:1].[Cl:24][C:20]1[CH:19]=[C:18]([CH2:17][CH:14]=[CH:15][CH2:16][N+:27]([CH2:25][CH3:26])([CH2:35][CH3:36])[CH2:28][CH2:29][CH2:30][CH2:31][CH2:32][CH2:33][CH3:34])[CH:23]=[CH:22][CH:21]=1 |f:4.5|. Procedure: Heat a mixture of 6.0 g (0.03 mole) of 1-chloro-3-(4-chloro-2-butenyl)benzene and 3-chloro-4-(3-chlorophenyl)-1-butene (in a ratio of 4:3) and 5.1 g (0.03 mole) N,N-diethylheptanamine at 100° C. for about 20 hours. Dissolve in 100 ml water and wash with 3×75 ml hexane and then extract with methylene chloride. Dry methylene chloride extract over magnesium sulfate, filter and evaporate the solvent in vacuo to provide the title compound. Starting materials: CC(NC(=O)OC(C)(C)C)C(=O)O, COC(=O)C(Cc1ccccc1)NC(=O)C(C)N, COC(=O)C(N)Cc1ccccc1, O=C(O)CC1CCCC1, Cl. Product: COC(=O)C(Cc1ccccc1)NC(=O)C(C)NC(=O)CC1CCCC1. Reaction SMILES: [C:28]([NH:29][CH:30]([C:31]([OH:32])=[O:33])[CH3:34])([O:35][C:36]([CH3:37])([CH3:38])[CH3:39])=[O:40].[CH3:10][O:11][C:12]([CH:13]([NH:14][C:15]([CH:16]([NH2:17])[CH3:18])=[O:19])[CH2:20][c:21]1[cH:22][cH:23][cH:24][cH:25][cH:26]1)=[O:27].[CH3:42][O:43][C:44](=[O:45])[CH:46]([CH2:47][c:48]1[cH:49][cH:50][cH:51][cH:52][cH:53]1)[NH2:54].[CH:1]1([CH2:6][C:7](=[O:8])[OH:9])[CH2:2][CH2:3][CH2:4][CH2:5]1.[ClH:41]>>[CH:1]1([CH2:6][C:7](=[O:9])[NH:17][CH:16]([C:15]([NH:14][CH:13]([C:12]([O:11][CH3:10])=[O:27])[CH2:20][c:21]2[cH:22][cH:23][cH:24][cH:25][cH:26]2)=[O:19])[CH3:18])[CH2:2][CH2:3][CH2:4][CH2:5]1. Starting materials: C=O, COC(=O)CCNC(C)C, [Cl-], Cl, Cl, [Na+], [Na+], [Na+], [OH-], [O-]P(O)O. The product is COC(=O)CCN(C)C(C)C, Cl. Reaction SMILES: [CH2:12]=[O:13].[CH3:2][CH:3]([CH3:4])[NH:5][CH2:6][CH2:7][C:8](=[O:9])[O:10][CH3:11].[Cl-:17].[ClH:18].[ClH:1].[Na+:15].[Na+:16].[Na+:23].[OH-:14].[P:19]([O-:20])([OH:21])[OH:22]>>[CH3:2][CH:3]([CH3:4])[N:5]([CH2:6][CH2:7][C:8](=[O:9])[O:10][CH3:11])[CH3:12].[ClH:1]. Starting materials: FC(CN1CCC2=C(CC1)C=C(C(=C2)OC)N)(C)F (3-(2,2-Difluoro-propyl)-8-methoxy-2,3,4,5-tetrahydro-1H-benzo[d]azepin-7-ylamine), ClC=1C=CC(=C(C1)NC1=NC(=NC=C1Cl)Cl)OC ((5-Chloro-2-methoxy-phenyl)-(2,5-dichloro-pyrimidin-4-yl)-amine). Yields the product ClC=1C(=NC(=NC1)NC1=CC2=C(CCN(CC2)CC(C)(F)F)C=C1OC)NC1=C(C=CC(=C1)Cl)OC (5-Chloro-N*4*-(5-chloro-2-methoxy-phenyl)-N*2*-[3-(2,2-difluoro-propyl)-8-methoxy-2,3,4,5-tetrahydro-1H-benzo[d]azepin-7-yl]-pyrimidine-2,4-diamine), solid. Yield: 71.0%. As a reaction SMILES: [F:1][C:2]([F:19])([CH3:18])[CH2:3][N:4]1[CH2:10][CH2:9][C:8]2[CH:11]=[C:12]([NH2:17])[C:13]([O:15][CH3:16])=[CH:14][C:7]=2[CH2:6][CH2:5]1.[Cl:20][C:21]1[CH:22]=[CH:23][C:24]([O:36][CH3:37])=[C:25]([NH:27][C:28]2[C:33]([Cl:34])=[CH:32][N:31]=[C:30](Cl)[N:29]=2)[CH:26]=1>>[Cl:34][C:33]1[C:28]([NH:27][C:25]2[CH:26]=[C:21]([Cl:20])[CH:22]=[CH:23][C:24]=2[O:36][CH3:37])=[N:29][C:30]([NH:17][C:12]2[C:13]([O:15][CH3:16])=[CH:14][C:7]3[CH2:6][CH2:5][N:4]([CH2:3][C:2]([F:1])([F:19])[CH3:18])[CH2:10][CH2:9][C:8]=3[CH:11]=2)=[N:31][CH:32]=1. Procedure details: The title compound was prepared from 3-(2,2-Difluoro-propyl)-8-methoxy-2,3,4,5-tetrahydro-1H-benzo[d]azepin-7-ylamine and (5-Chloro-2-methoxy-phenyl)-(2,5-dichloro-pyrimidin-4-yl)-amine in an analogous manner to Example 61e. Product isolated as an off-white solid (0.063 g, 71%). MP: 170-173° C. 1HNMR (400 MHz, CDCl3, δ, ppm): 8.48 (s, 1H), 8.09 (s, 1H), 8.00 (s, 1H), 7.78 (s, 1H), 7.42 (s, 1H), 7.03-6.98 (m, 1H), 6.86-6.82 (m, 1H), 6.65 (s, 1H), 3.93 (s, 3H), 3.88 (s, 3H), 2.89-2.78 (m, 10H), 1.... Starting materials: ClCC=1N=C(SC1C)N1CCCCC1 (1-(4-chloromethyl-5-methyl-1,3-thiazol-2-yl)piperidine), P(OCC)(OCC)OCC (triethyl phosphite). Solvent: C(C)(=O)OCC.CO (ethyl acetate methanol). Conditions: temperature 160 celsius, time 20 hour. Product: CC1=C(N=C(S1)N1CCCCC1)CP(OCC)(OCC)=O (diethyl {[5-methyl-2-(piperidin-1-yl)-1,3-thiazol-4-yl]methyl}phosphonate). The yield is 46.7%. RXN SMILES: Cl[CH2:2][C:3]1[N:4]=[C:5]([N:9]2[CH2:14][CH2:13][CH2:12][CH2:11][CH2:10]2)[S:6][C:7]=1[CH3:8].[P:15]([O:22]CC)([O:19][CH2:20][CH3:21])[O:16][CH2:17][CH3:18]>C(OCC)(=O)C.CO>[CH3:8][C:7]1[S:6][C:5]([N:9]2[CH2:14][CH2:13][CH2:12][CH2:11][CH2:10]2)=[N:4][C:3]=1[CH2:2][P:15](=[O:22])([O:19][CH2:20][CH3:21])[O:16][CH2:17][CH3:18] |f:2.3|. Procedure details: A mixture of 1-(4-chloromethyl-5-methyl-1,3-thiazol-2-yl)piperidine (2.7 g) and triethyl phosphite (1.5 g) was stirred at 160° C. for 20 hrs. Excess triethyl phosphite was evaporated under reduced pressure. The residue was subjected to silica gel column chromatography and eluted with ethyl acetate-hexane (2:1, v/v), then ethyl acetate-methanol (10:1, v/v) to give diethyl {[5-methyl-2-(piperidin-1-yl)-1,3-thiazol-4-yl]methyl}phosphonate as a brown oil (1.4 g, yield 35%). NMR (CDCl3) δ: 1.29 (6H, ... Starting materials: CCCCC1CCC(CC(=O)O)CC1, Cc1ccccc1, Cl, O. The product is CCCCC1CCC(CCO)CC1. RXN SMILES: [CH2:1]([CH2:2][CH2:3][CH3:4])[CH:5]1[CH2:6][CH2:7][CH:8]([CH2:11][C:12](=[O:13])[OH:14])[CH2:9][CH2:10]1.[CH3:17][c:18]1[cH:19][cH:20][cH:21][cH:22][cH:23]1.[ClH:16].[OH2:15]>>[CH2:1]([CH2:2][CH2:3][CH3:4])[CH:5]1[CH2:6][CH2:7][CH:8]([CH2:11][CH2:12][OH:13])[CH2:9][CH2:10]1.